From a dataset of the Open Reaction Database (ORD), a public repository of structured organic reaction records. describe an organic reaction: reactants, conditions, products, and yield Starting materials: CC1=CC=C(C=C1)C1=CC(OC2=CC=C(C=C12)C#CC1=CC=C(C(=O)OCC)C=C1)(C)C (ethyl 4-[[4-(4-methylphenyl)-2,2-dimethyl-(2H)chromen-6-yl]-ethynyl]-benzoate), CC1=CC=C(C=C1)C1=CC(OC2=CC=C(C=C12)C#CC1=CC=C(C(=O)OCC)C=C1)(C)C (ethyl 4-[[4-(4-methylphenyl)-2,2-dimethyl-(2H)chromen-6-yl]-ethynyl]-benzoate), [OH-].[Na+] (NaOH), aqueous solution, Cl (HCl). Solvent: C1CCOC1 (THF), CCO (EtOH). Run at temperature 35 celsius, time 8 hour. Product: CC1=CC=C(C=C1)C1=CC(OC2=CC=C(C=C12)C#CC1=CC=C(C(=O)O)C=C1)(C)C (4-[[4-(4-methylphenyl)-2,2-dimethyl-(2H)-chromen-6-yl]-ethynyl]-benzoic acid). Yield: 83.3%. As a reaction SMILES: [CH3:1][C:2]1[CH:7]=[CH:6][C:5]([C:8]2[C:17]3[C:12](=[CH:13][CH:14]=[C:15]([C:18]#[C:19][C:20]4[CH:30]=[CH:29][C:23]([C:24]([O:26]CC)=[O:25])=[CH:22][CH:21]=4)[CH:16]=3)[O:11][C:10]([CH3:32])([CH3:31])[CH:9]=2)=[CH:4][CH:3]=1.[OH-].[Na+].Cl>C1COCC1.CCO>[CH3:1][C:2]1[CH:3]=[CH:4][C:5]([C:8]2[C:17]3[C:12](=[CH:13][CH:14]=[C:15]([C:18]#[C:19][C:20]4[CH:21]=[CH:22][C:23]([C:24]([OH:26])=[O:25])=[CH:29][CH:30]=4)[CH:16]=3)[O:11][C:10]([CH3:32])([CH3:31])[CH:9]=2)=[CH:6][CH:7]=1 |f:1.2|. Procedure details: To a solution of ethyl 4-[[4-(4-methylphenyl)-2,2-dimethyl-(2H)chromen-6-yl]-ethynyl]-benzoate (Compound 266, 90.0 mg, 0.213 mmol) in 3.0 mL THF and 3.0 mL EtOH was added NaOH (120.0 mg, 3.0 mmol, 3.0 mL of a 1M aqueous solution). The resulting solution was heated to 35° C., cooled to room temperature and stirred overnight. The reaction mixture was acidified with 10% aqueous HCl and extracted with EtOAc. The combined organic layers were washed with H2O, saturated aqueous NaCl, and dried (Na2SO4)... Reactants: CC(C)(C)[Si](O[C@@H](CNC[C@@H]1OC2=CC=C(C=C2CC1)C1=CC(=NC=C1)C(=O)N)COC1=CC=CC=C1)(C)C (4-[(2R)-2-({[(2S)-2-{[(1,1-dimethylethyl)(dimethyl)silyl]oxy}-3-(phenyloxy)propyl]amino}methyl)-3,4-dihydro-2H-chromen-6-yl]-2-pyridinecarboxamide), Cl (HCl). Reported procedure: 4-[(2R)-2-({[(2S)-2-{[(1,1-Dimethylethyl)(dimethyl)silyl]oxy}-3-(phenyloxy)propyl]amino}methyl)-3,4-dihydro-2H-chromen-6-yl]-2-pyridinecarboxamide (Example 93, 20 mg, 0.04 mmol) was stirred in an excess of 4M HCl in dioxane at room temperature for 30 minutes. The volatile components were removed by rotary evaporation, and the residue was washed with dichloromethane. After drying under vacuum, the title compound was collected as the dihydrochloride salt (8 mg, 43%): MS m/z 434.3 (MH+ of the free ... Solvent: O1CCOCC1 (dioxane). Reaction SMILES: CC([Si](C)(C)[O:6][C@H:7]([CH2:30][O:31][C:32]1[CH:37]=[CH:36][CH:35]=[CH:34][CH:33]=1)[CH2:8][NH:9][CH2:10][C@H:11]1[CH2:20][CH2:19][C:18]2[C:13](=[CH:14][CH:15]=[C:16]([C:21]3[CH:26]=[CH:25][N:24]=[C:23]([C:27]([NH2:29])=[O:28])[CH:22]=3)[CH:17]=2)[O:12]1)(C)C.Cl>O1CCOCC1>[OH:6][C@H:7]([CH2:30][O:31][C:32]1[CH:33]=[CH:34][CH:35]=[CH:36][CH:37]=1)[CH2:8][NH:9][CH2:10][C@H:11]1[CH2:20][CH2:19][C:18]2[C:13](=[CH:14][CH:15]=[C:16]([C:21]3[CH:26]=[CH:25][N:24]=[C:23]([C:27]([NH2:29])=[O:28])[CH:22]=3)[CH:17]=2)[O:12]1. Product: O[C@@H](CNC[C@@H]1OC2=CC=C(C=C2CC1)C1=CC(=NC=C1)C(=O)N)COC1=CC=CC=C1 (4-[(2R)-2-({[(2S)-2-hydroxy-3-(phenyloxy)propyl]amino}methyl)-3,4-dihydro-2H-chromen-6-yl]-2-pyridinecarboxamide).